The task is: describe an organic reaction: reactants, conditions, products, and yield. This data is from the Open Reaction Database (ORD), a public repository of structured organic reaction records. Yields the product ClCC(=O)N[C@H]1[C@@H](CCCC1)NC(CCl)=O (trans-1,2-Bis(chloroacetamido)cyclohexane). The reactants are two, ClCC(=O)Cl (chloroacetyl chloride), C([O-])([O-])=O.[K+].[K+] (potassium carbonate), C(Cl)(Cl)Cl (chloroform), NC1C(CCCC1)N (1,2-diaminocyclohexane), C(Cl)(Cl)Cl (chloroform). Yield: 67.0%. Reaction SMILES: [NH2:1][CH:2]1[CH2:7][CH2:6][CH2:5][CH2:4][CH:3]1[NH2:8].[Cl:9][CH2:10][C:11](Cl)=[O:12].[C:14](=[O:17])([O-])[O-].[K+].[K+].[CH:20](Cl)(Cl)[Cl:21]>O>[Cl:21][CH2:20][C:14]([NH:1][C@@H:2]1[CH2:7][CH2:6][CH2:5][CH2:4][C@H:3]1[NH:8][C:11](=[O:12])[CH2:10][Cl:9])=[O:17] |f:2.3.4|. Solvent: O (water), O (water). Run at time 2 hour. Procedure: A 12 liter three-neck flask equipped with a magnetic stirbar and two 1 liter dropping funnels was charged with 1,2-diaminocyclohexane (35.0 g, 0.310 mol) dissolved in chloroform (375 ml) and water (185 ml). The two dropping funnels were charged individually with chloroacetyl chloride (75 ml, 0.94 mol) in chloroform (440 ml) and potassium carbonate (120.5 g, 0.87 mol) in water (4 l), added in four portions during the addition. The flask was cooled in an ice salt bath and addition of the reagents ...